Task: describe an organic reaction: reactants, conditions, products, and yield. Dataset: the Open Reaction Database (ORD), a public repository of structured organic reaction records Reactants: CC(=O)[O-], CC(=O)[O-], C1COCCO1, CC1(C)OCC(CN)O1, CC(C)(C)[O-], CC(C)n1ncnc1-c1cn2c(n1)-c1cc(Cl)ncc1OCC2, [Na+], [Pd+2]. The product is CC(C)n1ncnc1-c1cn2c(n1)-c1cc(NCC3COC(C)(C)O3)ncc1OCC2. RXN SMILES: [C:45]([O-:46])(=[O:47])[CH3:48].[C:50]([O-:51])(=[O:52])[CH3:53].[CH2:39]1[O:40][CH2:41][CH2:42][O:43][CH2:44]1.[CH3:24][C:25]1([CH3:32])[O:26][CH2:27][CH:28]([CH2:30][NH2:31])[O:29]1.[CH3:33][C:34]([CH3:35])([O-:36])[CH3:37].[Cl:1][c:2]1[cH:3][c:4]2[c:10]([cH:11][n:12]1)[O:9][CH2:8][CH2:7][n:6]1[c:5]-2[n:15][c:14](-[c:16]2[n:17][cH:18][n:19][n:20]2[CH:21]([CH3:22])[CH3:23])[cH:13]1.[Na+:38].[Pd+2:49]>>[c:2]1([NH:31][CH2:30][CH:28]2[CH2:27][O:26][C:25]([CH3:24])([CH3:32])[O:29]2)[cH:3][c:4]2[c:10]([cH:11][n:12]1)[O:9][CH2:8][CH2:7][n:6]1[c:5]-2[n:15][c:14](-[c:16]2[n:17][cH:18][n:19][n:20]2[CH:21]([CH3:22])[CH3:23])[cH:13]1. Reaction SMILES: [CH3:1][CH:2]([CH2:8]C([O-])=O)[CH2:3][C:4]([O:6][CH3:7])=[O:5].[Br:12]Br>C(Cl)(Cl)(Cl)Cl.[Ag]>[Br:12][CH2:8][CH:2]([CH3:1])[CH2:3][C:4]([O:6][CH3:7])=[O:5]. Solvent: C(Cl)(Cl)(Cl)Cl (carbon tetrachloride). The product is BrCC(CC(=O)OC)C ((±) methyl 4-bromo-3-methylbutyrate). Reaction conditions: temperature 30 celsius, time 0.5 hour. Isolated yield 70.0%. Procedure: Methyl 3-methylglutarate(37 g; 231 mmol) was added to 1M NaOH (231 mL; 231 mmol) causing the solution to warm slightly. This solution was added to a solution of silver nitrate (39.2 g; 231 mmol) in water (184 mL) at 60° C. A fine white precipitate formed immediately. The mixture was cooled and stirred in an ice bath for 1 h before being filtered, washed with water, acetone and ether and partially dried on the filter. The solid was then dried over night at 80° C. in a vacuum oven to give the silv... Starting materials: CC(CC(=O)OC)CC(=O)[O-] (methyl 3-methylglutarate), CC(CC(=O)OC)CC(=O)[O-] (methyl 3-methylglutarate), BrBr (bromine), BrBr (bromine), BrBr (bromine). The reagents and catalysts are [Ag] (silver). Reactants: O=C([O-])[O-], CCOC(=O)c1cc2cccc(NS(=O)(=O)c3cccs3)c2n1COC, CI, CN(C)C=O, [K+], [K+], O. The product is CCOC(=O)c1cc2cccc(N(C)S(=O)(=O)c3cccs3)c2n1COC. RXN SMILES: [C:29](=[O:30])([O-:31])[O-:32].[CH3:1][O:2][CH2:3][n:4]1[c:5]([C:22](=[O:23])[O:24][CH2:25][CH3:26])[cH:6][c:7]2[cH:8][cH:9][cH:10][c:11]([NH:13][S:14](=[O:15])(=[O:16])[c:17]3[s:18][cH:19][cH:20][cH:21]3)[c:12]12.[CH3:27][I:28].[CH3:35][N:36]([CH3:37])[CH:38]=[O:39].[K+:33].[K+:34].[OH2:40]>>[CH3:1][O:2][CH2:3][n:4]1[c:5]([C:22](=[O:23])[O:24][CH2:25][CH3:26])[cH:6][c:7]2[cH:8][cH:9][cH:10][c:11]([N:13]([S:14](=[O:15])(=[O:16])[c:17]3[s:18][cH:19][cH:20][cH:21]3)[CH3:29])[c:12]12. The reactants are C(C)C(=CCOC1=CC=C2CCCOC2=C1)C(CC=C(CC)C)C (7 -(3-ethyl-4,7-dimethyl-2,6-nonadienyloxy)-chromane), C(C)(=O)OO (peracetic acid). Product: O1C(CC(C(=CCOC2=CC=C3CCCOC3=C2)CC)C)C1(CC)C (7-(6,7-epoxy-3-ethyl-4,7-dimethyl-2-nonenyloxy)-chromane). RXN SMILES: [CH2:1]([C:3]([CH:17]([CH3:24])[CH2:18][CH:19]=[C:20]([CH3:23])[CH2:21][CH3:22])=[CH:4][CH2:5][O:6][C:7]1[CH:16]=[C:15]2[C:10]([CH2:11][CH2:12][CH2:13][O:14]2)=[CH:9][CH:8]=1)[CH3:2].C(OO)(=[O:27])C>>[O:27]1[C:20]([CH3:23])([CH2:21][CH3:22])[CH:19]1[CH2:18][CH:17]([CH3:24])[C:3]([CH2:1][CH3:2])=[CH:4][CH2:5][O:6][C:7]1[CH:16]=[C:15]2[C:10]([CH2:11][CH2:12][CH2:13][O:14]2)=[CH:9][CH:8]=1. Procedure details: Following the procedure of Example 17, 7 -(3-ethyl-4,7-dimethyl-2,6-nonadienyloxy)-chromane and peracetic acid are reacted to form 7-(6,7-epoxy-3-ethyl-4,7-dimethyl-2-nonenyloxy)-chromane, nD20 = 1.5190. The reactants are CC(=O)O, N#CCC(=O)O, C1CCOC1, CC(C)[Mg+], [Cl-], O, O=C(O)Cc1ccc(Cl)cc1. Yields the product N#CCC(=O)Cc1ccc(Cl)cc1. As a reaction SMILES: [C:29]([OH:30])(=[O:31])[CH3:32].[C:6](#[N:7])[CH2:8][C:9](=[O:10])[OH:11].[CH2:24]1[O:25][CH2:26][CH2:27][CH2:28]1.[CH:2]([Mg+:3])([CH3:4])[CH3:5].[Cl-:1].[OH2:23].[OH:12][C:13](=[O:14])[CH2:15][c:16]1[cH:17][cH:18][c:19]([Cl:20])[cH:21][cH:22]1>>[C:6](#[N:7])[CH2:8][C:9](=[O:11])[CH2:15][c:16]1[cH:17][cH:18][c:19]([Cl:20])[cH:21][cH:22]1. The reactants are O=C([O-])O, CN(C)C=O, Fc1ccc2c(CCCCl)noc2c1, [I-], [K+], [Na+], c1ccc(C2CCNCC2)cc1. Product: Cl, Fc1ccc2c(CCCN3CCC(c4ccccc4)CC3)noc2c1. As a reaction SMILES: [C:27](=[O:28])([OH:29])[O-:30].[CH3:34][N:35]([CH3:36])[CH:37]=[O:38].[Cl:13][CH2:14][CH2:15][CH2:16][c:17]1[n:18][o:19][c:20]2[c:21]1[cH:22][cH:23][c:24]([F:26])[cH:25]2.[I-:33].[K+:32].[Na+:31].[c:1]1([CH:7]2[CH2:8][CH2:9][NH:10][CH2:11][CH2:12]2)[cH:2][cH:3][cH:4][cH:5][cH:6]1>>[ClH:13].[c:1]1([CH:7]2[CH2:8][CH2:9][N:10]([CH2:14][CH2:15][CH2:16][c:17]3[n:18][o:19][c:20]4[c:21]3[cH:22][cH:23][c:24]([F:26])[cH:25]4)[CH2:11][CH2:12]2)[cH:2][cH:3][cH:4][cH:5][cH:6]1. The reactants are C(C)(C)(C)OC(CC(CC(C)C)C(N[C@@H]1C(NCCCCCCCN2C=3C=CC=CC3C(C1)=C2)=O)=O)=O ((11S)-5-methyl-3-(10-oxo-1,9-diazatricyclo[11.6.1.014,19 ]eicosa-13(20),14(19),15,17-tetraen-11-yl-carbamoyl)hexanoic acid t-butyl ester), FC(C(=O)O)(F)F.C(Cl)Cl (trifluoroacetic acid methylene chloride). Run at time 2.5 hour. Yields the product CC(CC(CC(=O)O)C(N[C@@H]1C(NCCCCCCCN2C=3C=CC=CC3C(C1)=C2)=O)=O)C ((11S)-5-methyl-3-(10-oxo-1,9-diazatricyclo[11.6.1.014,19 ]eicosa-13(20),14(19),15,17-tetraen-11-ylcarbamoyl)hexanoic acid). Reaction SMILES: C([O:5][C:6](=[O:37])[CH2:7][CH:8]([C:13](=[O:36])[NH:14][C@H:15]1[CH2:33][C:32]2=[CH:34][N:25]([C:26]3[CH:27]=[CH:28][CH:29]=[CH:30][C:31]=32)[CH2:24][CH2:23][CH2:22][CH2:21][CH2:20][CH2:19][CH2:18][NH:17][C:16]1=[O:35])[CH2:9][CH:10]([CH3:12])[CH3:11])(C)(C)C.FC(F)(F)C(O)=O.C(Cl)Cl>>[CH3:11][CH:10]([CH3:12])[CH2:9][CH:8]([C:13](=[O:36])[NH:14][C@H:15]1[CH2:33][C:32]2=[CH:34][N:25]([C:26]3[CH:27]=[CH:28][CH:29]=[CH:30][C:31]=32)[CH2:24][CH2:23][CH2:22][CH2:21][CH2:20][CH2:19][CH2:18][NH:17][C:16]1=[O:35])[CH2:7][C:6]([OH:37])=[O:5] |f:1.2|. Procedure: The less polar stereoisomer of (11S)-5-methyl-3-(10-oxo-1,9-diazatricyclo[11.6.1.014,19 ]eicosa-13(20),14(19),15,17-tetraen-11-yl-carbamoyl)hexanoic acid t-butyl ester (300 mg) was covered with 5 mL of a 10% trifluoroacetic acid/methylene chloride solution and left to stir. After 2.5 hours, TLC indicated that the reaction was complete. All volatiles were removed under reduced pressure. The residue was taken up in CH2Cl2 (40 mL) and transferred to separatory funnel and washed consecutively with 0...